Dataset: the Open Reaction Database (ORD), a public repository of structured organic reaction records. Task: describe an organic reaction: reactants, conditions, products, and yield Procedure details: This compound is prepared by the condensation of diethyl ester of [(phenylmethyl)thio]propanedioic acid (1 g, mmol) with the corresponding trimethylsilylenol ether of 4'-methoxy-3'-methylacetophenone as described in general procedure A. Isolated Yield: 68%. m.p. 159-106° C. 1H NMR (400 MHz, CDCl3) δ7.67 (dd, 1 H), 7.61 (s, 1 H), 7.2 (m, 5 H), 6.8 (d, 1 H), 6.38 (s, 1 H), 3.96 (s, 2 H), 3.89 (s, 3 H), 2.25 (s, 3 H); IR (KBr) 3432, 2945, 1613, 1507, 1402, 1262, 1142, 1030, 812, 704 cm-1; MS (CI) m... The solvent is CCOCC (ether). Yields the product OC1=C(C(OC(=C1)C1=CC(=C(C=C1)OC)C)=O)SCC1=CC=CC=C1 (4-Hydroxy-6-(4-methoxy-3-methylphenyl)-3-[(phenylmethyl)thio]-2H-pyran-2-one). Reactants: ( 100 ), ( 12.7 ), [K+].[Br-] (KBr), ( 11.8 ), ( 78.3 ), diethyl ester, C1(=CC=CC=C1)CSC(C(=O)O)C(=O)O ([(phenylmethyl)thio]propanedioic acid), COC1=C(C=C(C=C1)C(C)=O)C (4'-methoxy-3'-methylacetophenone), ( 19.6 ). As a reaction SMILES: [C:1]1([CH2:7][S:8][CH:9]([C:13]([OH:15])=O)[C:10]([OH:12])=[O:11])[CH:6]=[CH:5][CH:4]=[CH:3][CH:2]=1.[CH3:16][O:17][C:18]1[CH:23]=[CH:22][C:21]([C:24](=O)[CH3:25])=[CH:20][C:19]=1[CH3:27].[K+].[Br-]>CCOCC>[OH:15][C:13]1[CH:25]=[C:24]([C:21]2[CH:22]=[CH:23][C:18]([O:17][CH3:16])=[C:19]([CH3:27])[CH:20]=2)[O:12][C:10](=[O:11])[C:9]=1[S:8][CH2:7][C:1]1[CH:2]=[CH:3][CH:4]=[CH:5][CH:6]=1 |f:2.3|. Isolated yield 68.0%. Starting materials: FC(C(=O)O)(F)F (trifluoroacetic acid), FC(S(=O)(=O)O)(F)F (trifluoromethanesulfonic acid), C([O-])([O-])=O.[Na+].[Na+] (sodium carbonate), FC1=NC=C(C=C1C1=NC(=NC(=N1)C)N(CC1=CC=C(C=C1)OC)CC1=CC=C(C=C1)OC)CN1CCOCC1 (4-(2-fluoro-5-(morpholinomethyl)pyridin-3-yl)-N,N-bis(4-methoxybenzyl)-6-methyl-1,3,5-triazin-2-amine), S1C=NC2=C1C=CC(=C2)N (benzo[d]thiazol-5-amine), C[Si](C)(C)[N-][Si](C)(C)C.[Li+] (lithium bis(trimethylsilyl)amide), material. Run in O (water), C(Cl)Cl (DCM), C1CCOC1 (THF), C1CCOC1 (THF). Reaction conditions: temperature -20 celsius, time 1 hour. Product: NC1=NC(=NC(=N1)C)C=1C(=NC=C(C1)CN1CCOCC1)NC=1C=CC2=C(N=CS2)C1 (N-(3-(4-amino-6-methyl-1,3,5-triazin-2-yl)-5-(morpholinomethyl)pyridin-2-yl)benzo[d]thiazol-5-amine). The yield is 38.9%. Reaction SMILES: F[C:2]1[C:7]([C:8]2[N:13]=[C:12]([CH3:14])[N:11]=[C:10]([N:15](CC3C=CC(OC)=CC=3)CC3C=CC(OC)=CC=3)[N:9]=2)=[CH:6][C:5]([CH2:34][N:35]2[CH2:40][CH2:39][O:38][CH2:37][CH2:36]2)=[CH:4][N:3]=1.[S:41]1[C:45]2[CH:46]=[CH:47][C:48]([NH2:50])=[CH:49][C:44]=2[N:43]=[CH:42]1.C[Si]([N-][Si](C)(C)C)(C)C.[Li+].FC(F)(F)C(O)=O.FC(F)(F)S(O)(=O)=O.C(=O)([O-])[O-].[Na+].[Na+]>C1COCC1.O.C(Cl)Cl>[NH2:15][C:10]1[N:11]=[C:12]([CH3:14])[N:13]=[C:8]([C:7]2[C:2]([NH:50][C:48]3[CH:47]=[CH:46][C:45]4[S:41][CH:42]=[N:43][C:44]=4[CH:49]=3)=[N:3][CH:4]=[C:5]([CH2:34][N:35]3[CH2:40][CH2:39][O:38][CH2:37][CH2:36]3)[CH:6]=2)[N:9]=1 |f:2.3,6.7.8|. Procedure: A mixture of 4-(2-fluoro-5-(morpholinomethyl)pyridin-3-yl)-N,N-bis(4-methoxybenzyl)-6-methyl-1,3,5-triazin-2-amine (0.500 g, 0.918 mmol) and benzo[d]thiazol-5-amine (0.276 g, 1.836 mmol) in THF (10 mL) was cooled to −20° C. and treated dropwise with 1.0 M lithium bis(trimethylsilyl)amide in THF (3.21 mL, 3.21 mmol). The mixture was allowed to slowly warm to ambient temperature while stirring under inert atmosphere for 1 h. The reaction mixture was diluted with water (50 mL) and extracted with CH... Reactants: C(=O)(O)C1=CC=C(C=C1)B(O)O (4-carboxyphenylboronic acid), BrC1=NC=CC=C1 (2-bromopyridine). Yields the product N1=C(C=CC=C1)C1=CC=C(C=C1)C(=O)O (4-(2-pyridyl)benzenecarboxylic acid). Reaction SMILES: [C:1]([C:4]1[CH:9]=[CH:8][C:7](B(O)O)=[CH:6][CH:5]=1)([OH:3])=[O:2].Br[C:14]1[CH:19]=[CH:18][CH:17]=[CH:16][N:15]=1>>[N:15]1[CH:16]=[CH:17][CH:18]=[CH:19][C:14]=1[C:7]1[CH:8]=[CH:9][C:4]([C:1]([OH:3])=[O:2])=[CH:5][CH:6]=1. Procedure details: Production Example 14 was repeated except that 4-carboxyphenylboronic acid and 2-bromopyridine were used, to provide the title compound as white solid. The reactants are C=CCC(O)CC(=O)c1cccc(Br)c1, CC(C)(C)[Si](C)(C)Cl, ClCCl, CN(C)C=O, c1c[nH]cn1. Yields the product C=CCC(CC(=O)c1cccc(Br)c1)O[Si](C)(C)C(C)(C)C. As a reaction SMILES: [Br:1][c:2]1[cH:3][c:4]([C:8]([CH2:9][CH:10]([CH2:11][CH:12]=[CH2:13])[OH:14])=[O:15])[cH:5][cH:6][cH:7]1.[C:21]([CH3:22])([CH3:23])([CH3:24])[Si:25]([Cl:26])([CH3:27])[CH3:28].[Cl:34][CH2:35][Cl:36].[O:29]=[CH:30][N:31]([CH3:32])[CH3:33].[nH:16]1[cH:17][cH:18][n:19][cH:20]1>>[Br:1][c:2]1[cH:3][c:4]([C:8]([CH2:9][CH:10]([CH2:11][CH:12]=[CH2:13])[O:14][Si:25]([C:21]([CH3:22])([CH3:23])[CH3:24])([CH3:27])[CH3:28])=[O:15])[cH:5][cH:6][cH:7]1. Reactants: CN(CCCCCCO)C (N,N-dimethyl-6-amino-1-hexanol), OC1=CC=C(C(=O)C2=CC=CC=C2)C=C1 (4-hydroxybenzophenone), C1(=CC=CC=C1)P(C1=CC=CC=C1)C1=CC=CC=C1 (triphenylphosphine), N(=NC(=O)OCC)C(=O)OCC (diethyl azodicarboxylate), solution, Cl (hydrogen chloride). The solvent is CCOCC (ether), O1CCCC1 (tetrahydrofuran), O1CCCC1 (tetrahydrofuran), CCOCC (ether). Run at time 1 hour. Product: Cl.C(C1=CC=CC=C1)(=O)C1=CC=CC=C1 (benzophenone hydrochloride). Reaction SMILES: CN(C)CCCCCCO.O[C:12]1[CH:25]=[CH:24][C:15]([C:16]([C:18]2[CH:23]=[CH:22][CH:21]=[CH:20][CH:19]=2)=[O:17])=[CH:14][CH:13]=1.C1(P(C2C=CC=CC=2)C2C=CC=CC=2)C=CC=CC=1.N(C(OCC)=O)=NC(OCC)=O.[ClH:57]>O1CCCC1.CCOCC>[ClH:57].[C:16]([C:18]1[CH:23]=[CH:22][CH:21]=[CH:20][CH:19]=1)(=[O:17])[C:15]1[CH:24]=[CH:25][CH:12]=[CH:13][CH:14]=1 |f:7.8|. Reported procedure: A mixture of 2.5 g of N,N-dimethyl-6-amino-1-hexanol (Bull. Soc. Chim. France 1975, 2315), 3.4 g of 4-hydroxybenzophenone (Beilstein 8 (III), 1263), 4.5 g of triphenylphosphine and 140 ml of tetrahydrofuran was treated slowly at 20° with a solution of 2.7 ml of diethyl azodicarboxylate in 15 ml of tetrahydrofuran. After the dropwise addition the mixture was stirred at room temperature for a further 1 hour. The reaction mixture was evaporated in a rotary evaporator and the residue was chromatogra... Starting materials: C1CCCCC1, Cc1cccc(N=C=O)c1, ClC(Cl)Cl, CC(C)(C)OC(=O)C1CSC(c2ccccc2)N1C(=O)CN. Reaction SMILES: [CH2:37]1[CH2:38][CH2:39][CH2:40][CH2:41][CH2:42]1.[CH3:23][c:24]1[cH:25][c:26]([N:30]=[C:31]=[O:32])[cH:27][cH:28][cH:29]1.[Cl:33][CH:34]([Cl:35])[Cl:36].[NH2:1][CH2:2][C:3](=[O:4])[N:5]1[CH:6]([c:17]2[cH:18][cH:19][cH:20][cH:21][cH:22]2)[S:7][CH2:8][CH:9]1[C:10](=[O:11])[O:12][C:13]([CH3:14])([CH3:15])[CH3:16]>>[NH:1]([CH2:2][C:3](=[O:4])[N:5]1[CH:6]([c:17]2[cH:18][cH:19][cH:20][cH:21][cH:22]2)[S:7][CH2:8][CH:9]1[C:10](=[O:11])[O:12][C:13]([CH3:14])([CH3:15])[CH3:16])[C:31]([NH:30][c:26]1[cH:25][c:24]([CH3:23])[cH:29][cH:28][cH:27]1)=[O:32]. The product is Cc1cccc(NC(=O)NCC(=O)N2C(C(=O)OC(C)(C)C)CSC2c2ccccc2)c1. Run in ClCCl (dichloromethane). Conditions: time 2 hour. Procedure: Add methyl chloroformate (0.25 g, 0.0027 mol) to a solution of 2-[8-(2-chlorophenyl)-2-methyl-6-(4-methylpiperazin-1-yl)purin-9-yl]ethanamine (0.39 g, 0.0010 mol) and pyridine (4.0 mL) in dry dichloromethane (4 mL) at 0° C. Allow to warm to room temperature and stir for 2 hour. Quench the reaction mixture with saturated aqueous sodium bicarbonate solution and then extract with dichloromethane. Dry the organic layer over anhydrous sodium sulfate, filter, and concentrate to give a residue. Purify ... The yield is 67.6%. RXN SMILES: Cl[C:2]([O:4][CH3:5])=[O:3].[Cl:6][C:7]1[CH:12]=[CH:11][CH:10]=[CH:9][C:8]=1[C:13]1[N:14]([CH2:30][CH2:31][NH2:32])[C:15]2[C:20]([N:21]=1)=[C:19]([N:22]1[CH2:27][CH2:26][N:25]([CH3:28])[CH2:24][CH2:23]1)[N:18]=[C:17]([CH3:29])[N:16]=2.N1C=CC=CC=1>ClCCl>[Cl:6][C:7]1[CH:12]=[CH:11][CH:10]=[CH:9][C:8]=1[C:13]1[N:14]([CH2:30][CH2:31][NH:32][C:2](=[O:3])[O:4][CH3:5])[C:15]2[C:20]([N:21]=1)=[C:19]([N:22]1[CH2:23][CH2:24][N:25]([CH3:28])[CH2:26][CH2:27]1)[N:18]=[C:17]([CH3:29])[N:16]=2. Starting materials: ClC(=O)OC (methyl chloroformate), ClC1=C(C=CC=C1)C=1N(C2=NC(=NC(=C2N1)N1CCN(CC1)C)C)CCN (2-[8-(2-chlorophenyl)-2-methyl-6-(4-methylpiperazin-1-yl)purin-9-yl]ethanamine), N1=CC=CC=C1 (pyridine). Yields the product ClC1=C(C=CC=C1)C=1N(C2=NC(=NC(=C2N1)N1CCN(CC1)C)C)CCNC(OC)=O (methyl N-[2-[8-(2-chlorophenyl)-2-methyl-6-(4-methylpiperazin-1-yl)purin-9-yl]ethyl]carbamate). Procedure: To 4-(3-chloro-propane-1-sulfonylamino)-3-methyl-benzofuran-2-carboxylic acid ethyl ester (246 mg, 0.68 mmol, 1 eq.) in THF (10 mL) cooled to <0° C. was added sodium hydride (60%, 30 mg, 0.75 mmol, 1.1 eq.). The reaction was allowed to slowly warm to room temperature, then transferred to a pressure tube and heated at 74° C. for 16 hours. After work-up and flash column chromatography, 4-(1,1-dioxo-1λ6-isothiazolidin-2-yl)-3-methyl-benzofuran-2-carboxylic acid ethyl ester was obtained. Yield: 64%.... Isolated yield 64.0%. Run in C1CCOC1 (THF). Reaction SMILES: [CH2:1]([O:3][C:4]([C:6]1[O:7][C:8]2[CH:15]=[CH:14][CH:13]=[C:12]([NH:16][S:17]([CH2:20][CH2:21][CH2:22]Cl)(=[O:19])=[O:18])[C:9]=2[C:10]=1[CH3:11])=[O:5])[CH3:2].[H-].[Na+]>C1COCC1>[CH2:1]([O:3][C:4]([C:6]1[O:7][C:8]2[CH:15]=[CH:14][CH:13]=[C:12]([N:16]3[CH2:22][CH2:21][CH2:20][S:17]3(=[O:19])=[O:18])[C:9]=2[C:10]=1[CH3:11])=[O:5])[CH3:2] |f:1.2|. Yields the product C(C)OC(=O)C=1OC2=C(C1C)C(=CC=C2)N2S(CCC2)(=O)=O (4-(1,1-dioxo-1λ6-isothiazolidin-2-yl)-3-methyl-benzofuran-2-carboxylic acid ethyl ester). The reactants are C(C)OC(=O)C=1OC2=C(C1C)C(=CC=C2)NS(=O)(=O)CCCCl (4-(3-chloro-propane-1-sulfonylamino)-3-methyl-benzofuran-2-carboxylic acid ethyl ester), [H-].[Na+] (sodium hydride). Reactants: C1=COC(=C1)C(C(=O)C2=CC=CO2)O (α-Furoin), [S-]C#N.[NH4+] (ammonium thiocyanate). Solvent: C(C)O (ethanol). Product: O1C(=CC=C1)C=1N=C(NC1C=1OC=CC1)S (4,5-bis-(2-furyl)-1H-2-imidazolethiol). Isolated yield 49.1%. As a reaction SMILES: [CH:1]1[CH:5]=[C:4]([CH:6](O)[C:7]([C:9]2[O:13][CH:12]=[CH:11][CH:10]=2)=O)[O:3][CH:2]=1.[S-:15][C:16]#[N:17].[NH4+:18]>C(O)C>[O:3]1[CH:2]=[CH:1][CH:5]=[C:4]1[C:6]1[N:17]=[C:16]([SH:15])[NH:18][C:7]=1[C:9]1[O:13][CH:12]=[CH:11][CH:10]=1 |f:1.2|. Procedure: α-Furoin (19.2 g; 0.1 mole) was reacted with 11.5 g (0.15 mole) ammonium thiocyanate in ethanol heated at reflux to afford 11.4 g of 4,5-bis-(2-furyl)-1H-2-imidazolethiol. An analytical sample was prepared by chromatography on alumina with ethanol and recrystallization from nitromethane, m.p. 279°-380° (dec.).